The task is: describe an organic reaction: reactants, conditions, products, and yield. This data is from the Open Reaction Database (ORD), a public repository of structured organic reaction records. The reactants are ( A ), BrC=1C=C(C=CC1OC)CNC(=O)C1=NC(=CC=C1)C(=O)NCC=1C(=C2C(=NC1CC)N(N=C2)CC)NC2CCOCC2 (N-{[3-bromo-4-(methyloxy)phenyl]methyl}-N′-{[1,6-diethyl-4-(tetrahydro-2H-pyran-4-ylamino)-1H-pyrazolo[3,4-b]pyridin-5-yl]methyl}-2,6-pyridinedicarboxamide), CC1(OB(OC1(C)C)C=1C=C(C=CC1)CC1CCN(CC1)C(=O)OC(C)(C)C)C (1,1-dimethylethyl 4-{[3-(4,4,5,5-tetramethyl-1,3,2-dioxaborolan-2-yl)phenyl]methyl}-1-piperidinecarboxylate), C(=O)([O-])[O-].[Na+].[Na+] (Na2CO3). Reagents/catalysts: C1=CC=C(C=C1)P([C-]2C=CC=C2)C3=CC=CC=C3.C1=CC=C(C=C1)P([C-]2C=CC=C2)C3=CC=CC=C3.Cl[Pd]Cl.[Fe+2] (PdCl2(dppf)). Run in O1CCOCC1 (1,4-dioxane), O (water). Run at temperature 100 celsius. Product: C(C)N1N=CC=2C1=NC(=C(C2NC2CCOCC2)CNC(=O)C2=CC=CC(=N2)C(=O)NCC=2C=CC(=C(C2)C2=CC(=CC=C2)CC2CCN(CC2)C(=O)OC(C)(C)C)OC)CC (1,1-dimethylethyl 4-{[5′-{[({6-[({[1,6-diethyl-4-(tetrahydro-2H-pyran-4-ylamino)-1H-pyrazolo[3,4-b]pyridin-5-yl]methyl}amino)carbonyl]-2-pyridinyl}carbonyl)amino]methyl}-2′-(methyloxy)-3-biphenylyl]methyl}-1-piperidinecarboxylate). Reaction SMILES: Br[C:2]1[CH:3]=[C:4]([CH2:10][NH:11][C:12]([C:14]2[CH:19]=[CH:18][CH:17]=[C:16]([C:20]([NH:22][CH2:23][C:24]3[C:25]([NH:37][CH:38]4[CH2:43][CH2:42][O:41][CH2:40][CH2:39]4)=[C:26]4[CH:34]=[N:33][N:32]([CH2:35][CH3:36])[C:27]4=[N:28][C:29]=3[CH2:30][CH3:31])=[O:21])[N:15]=2)=[O:13])[CH:5]=[CH:6][C:7]=1[O:8][CH3:9].CC1(C)C(C)(C)OB([C:52]2[CH:53]=[C:54]([CH2:58][CH:59]3[CH2:64][CH2:63][N:62]([C:65]([O:67][C:68]([CH3:71])([CH3:70])[CH3:69])=[O:66])[CH2:61][CH2:60]3)[CH:55]=[CH:56][CH:57]=2)O1.C([O-])([O-])=O.[Na+].[Na+]>O1CCOCC1.O.C1C=CC(P(C2C=CC=CC=2)[C-]2C=CC=C2)=CC=1.C1C=CC(P(C2C=CC=CC=2)[C-]2C=CC=C2)=CC=1.Cl[Pd]Cl.[Fe+2]>[CH2:35]([N:32]1[C:27]2=[N:28][C:29]([CH2:30][CH3:31])=[C:24]([CH2:23][NH:22][C:20]([C:16]3[N:15]=[C:14]([C:12]([NH:11][CH2:10][C:4]4[CH:5]=[CH:6][C:7]([O:8][CH3:9])=[C:2]([C:56]5[CH:57]=[CH:52][CH:53]=[C:54]([CH2:58][CH:59]6[CH2:60][CH2:61][N:62]([C:65]([O:67][C:68]([CH3:71])([CH3:70])[CH3:69])=[O:66])[CH2:63][CH2:64]6)[CH:55]=5)[CH:3]=4)=[O:13])[CH:19]=[CH:18][CH:17]=3)=[O:21])[C:25]([NH:37][CH:38]3[CH2:43][CH2:42][O:41][CH2:40][CH2:39]3)=[C:26]2[CH:34]=[N:33]1)[CH3:36] |f:2.3.4,7.8.9.10|. Procedure: Process (A). A mixture of N-{[3-bromo-4-(methyloxy)phenyl]methyl}-N′-{[1,6-diethyl-4-(tetrahydro-2H-pyran-4-ylamino)-1H-pyrazolo[3,4-b]pyridin-5-yl]methyl}-2,6-pyridinedicarboxamide (50 mg, 0.077 mmol), 1,1-dimethylethyl 4-{[3-(4,4,5,5-tetramethyl-1,3,2-dioxaborolan-2-yl)phenyl]methyl}-1-piperidinecarboxylate (24.23 mg, 0.077 mmol), Na2CO3 (24.44 mg, 0.236 mmol) and PdCl2(dppf) (5.62 mg, 7.69 μmol) was diluted in a mixture of 1,4-dioxane (3 mL) and water (1 mL) in a 2-5 mL Biotage microwave reac... Starting materials: ester, ethyl acetate petroleum ether, ClC=1C(=NC2=CC=C(C=C2N1)C(=O)OC)C1=CC=CC=C1 (Methyl 3-chloro-2-phenylquinoxaline-6-carboxylate), B(C=1C=CC(=CC1)C)(O)O (p-tolylboronic acid). Product: C1(=CC=CC=C1)C1=NC2=CC=C(C=C2N=C1C1=CC=C(C=C1)C)C(=O)OC (methyl 2-phenyl-3-p-tolylquinoxaline-6-carboxylate). The yield is 74.7%. Reaction SMILES: Cl[C:2]1[C:3]([C:16]2[CH:21]=[CH:20][CH:19]=[CH:18][CH:17]=2)=[N:4][C:5]2[C:10]([N:11]=1)=[CH:9][C:8]([C:12]([O:14][CH3:15])=[O:13])=[CH:7][CH:6]=2.B(O)(O)[C:23]1[CH:24]=[CH:25][C:26]([CH3:29])=[CH:27][CH:28]=1>>[C:16]1([C:3]2[C:2]([C:23]3[CH:28]=[CH:27][C:26]([CH3:29])=[CH:25][CH:24]=3)=[N:11][C:10]3[C:5](=[CH:6][CH:7]=[C:8]([C:12]([O:14][CH3:15])=[O:13])[CH:9]=3)[N:4]=2)[CH:21]=[CH:20][CH:19]=[CH:18][CH:17]=1. Procedure: The ester product was obtained via a Suzuki coupling reaction using the method previously shown in Example 13, Step 6. Methyl 3-chloro-2-phenylquinoxaline-6-carboxylate (100 mg, 0.34 mmol, 1.00 equiv) and p-tolylboronic acid (54 mg, 0.4 mmol, 1.10 equiv) were used as starting materials and chromatography was performed with ethyl acetate/petroleum ether (1:20) as the eluent, affording 90 mg (76%) of methyl 2-phenyl-3-p-tolylquinoxaline-6-carboxylate as a yellow solid. The reactants are FC1=C(C(=C(C=2C(C3=CC=CC=C3C(C12)=O)=O)F)F)F (1,2,3,4-Tetrafluoroanthraquinone), COC=1C(=CC=CC1)N (o-anisidine), COC=1C(=CC=CC1)N (o-anisidine). Conditions: time 4 hour. Product: COC1=C(NC2=C(C=3C(C4=CC=CC=C4C(C3C(=C2F)F)=O)=O)F)C=CC=C1 (2-(o-methoxyanilino)-1,3,4-trifluoroanthraquinone). The yield is 69.8%. RXN SMILES: [F:1][C:2]1[C:15]2[C:14](=[O:16])[C:13]3[C:8](=[CH:9][CH:10]=[CH:11][CH:12]=3)[C:7](=[O:17])[C:6]=2[C:5]([F:18])=[C:4](F)[C:3]=1[F:20].[CH3:21][O:22][C:23]1[C:24]([NH2:29])=[CH:25][CH:26]=[CH:27][CH:28]=1>>[CH3:21][O:22][C:23]1[CH:28]=[CH:27][CH:26]=[CH:25][C:24]=1[NH:29][C:4]1[C:3]([F:20])=[C:2]([F:1])[C:15]2[C:14](=[O:16])[C:13]3[C:8](=[CH:9][CH:10]=[CH:11][CH:12]=3)[C:7](=[O:17])[C:6]=2[C:5]=1[F:18]. Procedure: 2 g of 1,2,3,4-Tetrafluoroanthraquinone and 25 g of o-anisidine were charged in a 50 cc, four necked flask and then the reaction was carried out at 50° C. for about 4 hours. After completion of reaction, o-anisidine was distilled out from the reaction solution and then a column purification using a column with a silica gel was effected to give rise to 1.91 g of 2-(o-methoxyanilino)-1,3,4-trifluoroanthraquinone (Dye 6') (yield 69.8 mol %) and 0.85 g of 2,3,-bis(o-methoxyanilino-1,4-difluoroanthra... Procedure details: To a solution of 1.2 g (0.0032 mole) of (rac)-3-[(2-chloro-5-nitro-pyrimidin-4-yl)-cyclopentyl-amino]-2-methyl-butanoic acid ethyl ester (IV-41) in 20 mL of ethanol was added 1.82 g (0.0081 mole) of stannous chloride dihydrate and 0.5 mL of hydrochloric acid. The mixture was heated to 60 degrees for 2 hrs. The mixture was concentrated under reduced pressure. The residue was taken up in 50 mL of water and extracted with three times with 50 mL of ethyl acetate. The combined organics were dried wit... As a reaction SMILES: C([O:3][C:4](=O)[CH:5]([CH3:24])[CH:6]([N:8]([C:14]1[C:19]([N+:20]([O-])=O)=[CH:18][N:17]=[C:16]([Cl:23])[N:15]=1)[CH:9]1[CH2:13][CH2:12][CH2:11][CH2:10]1)[CH3:7])C.Cl>C(O)C>[Cl:23][C:16]1[N:17]=[CH:18][C:19]2[NH:20][C:4](=[O:3])[CH:5]([CH3:24])[CH:6]([CH3:7])[N:8]([CH:9]3[CH2:13][CH2:12][CH2:11][CH2:10]3)[C:14]=2[N:15]=1. The product is ClC=1N=CC2=C(N(C(C(C(N2)=O)C)C)C2CCCC2)N1 ((rac)-2-chloro-9-cyclopentyl-7,8-dimethyl-5,7,8,9-tetrahydro-pyrimido[4,5-b][1,4]diazepin-6-one). Solvent: C(C)O (ethanol). The yield is 38.2%. Starting materials: C(C)OC(C(C(C)N(C1CCCC1)C1=NC(=NC=C1[N+](=O)[O-])Cl)C)=O ((rac)-3-[(2-chloro-5-nitro-pyrimidin-4-yl)-cyclopentyl-amino]-2-methyl-butanoic acid ethyl ester), stannous chloride dihydrate, Cl (hydrochloric acid). Starting materials: C1(=C(C=CC=C1)C(CCCC=C)=O)C1=CC=CC=C1 (1-Biphenylyl-hex-5-en-1-one), [OH-].[Na+] (NaOH), C(CC)(S)S (Propanedithiol), B(F)(F)F (boron trifluoride). The solvent is C(Cl)Cl (DCM). Conditions: time 24 hour. Yields the product petrol ethyl acetate, C1(=CC=C(C=C1)C1(SCCCS1)CCCC=C)C1=CC=CC=C1 (2-Biphenyl-4-yl-2-pent-4-enyl-[1,3]dithiane). RXN SMILES: [C:1]1([C:14]2[CH:19]=[CH:18][CH:17]=[CH:16][CH:15]=2)[CH:6]=[CH:5][CH:4]=[CH:3][C:2]=1C(=O)CCCC=C.[CH:20]([SH:24])([SH:23])[CH2:21][CH3:22].B(F)(F)F.[OH-].[Na+]>C(Cl)Cl>[C:14]1([C:1]2[CH:2]=[CH:3][CH:4]=[CH:5][CH:6]=2)[CH:15]=[CH:16][C:17]([C:20]2([CH2:21][CH2:22][CH2:6][CH:1]=[CH2:2])[S:24][CH2:5][CH2:4][CH2:3][S:23]2)=[CH:18][CH:19]=1 |f:3.4|. Procedure: 1-Biphenylyl-hex-5-en-1-one (1.5 g) was dissolved in DCM (30 ml). Propanedithiol (1.5 g) and boron trifluoride dietherate (1 ml) were added and the mixture stirred for 24 h. 5% NaOH (50 ml) was added and the mixture separated. The organic phase was washed with water, dried and evaporated to give an oil. Column chromatography (petrol/ethyl acetate) gave the title compound as a thick oil. δC (CDCl3, 62.9 MHz): 23.2, 25.3, 27.7, 33.6, 44.6, 58.9, 115.0, 127.1, 127.1, 127.4, 128.8, 129.4, 138.1, 139... The reactants are O=c1ccccn1C(=S)n1ccccc1=O, COc1ncc(-c2cc(N)ncn2)cn1, CN(C)C=O, ClCCl. Yields the product COc1ncc(-c2cc(N=C=S)ncn2)cn1. RXN SMILES: [C:1](=[S:2])([n:3]1[cH:4][cH:5][cH:6][cH:7][c:8]1=[O:9])[n:10]1[cH:11][cH:12][cH:13][cH:14][c:15]1=[O:16].[CH3:17][O:18][c:19]1[n:20][cH:21][c:22](-[c:25]2[n:26][cH:27][n:28][c:29]([NH2:31])[cH:30]2)[cH:23][n:24]1.[CH3:32][N:33]([CH3:34])[CH:35]=[O:36].[Cl:37][CH2:38][Cl:39]>>[C:1](=[S:2])=[N:31][c:29]1[n:28][cH:27][n:26][c:25](-[c:22]2[cH:21][n:20][c:19]([O:18][CH3:17])[n:24][cH:23]2)[cH:30]1.